Dataset: the Open Reaction Database (ORD), a public repository of structured organic reaction records. Task: describe an organic reaction: reactants, conditions, products, and yield Starting materials: ClC1=CC=C(C=C1)SC=1C(=CSC1)C(=O)O (4-(4-chlorophenylsulfanyl)thiophene-3-carboxylic acid), C(O)([O-])=O.[Na+] (sodium hydrogen carbonate), IC (iodomethane), CN(C=O)C (N,N-dimethylformamide). The solvent is O (water). Yields the product COC(=O)C1=CSC=C1SC1=CC=C(C=C1)Cl (4-(4-chlorophenylsulfanyl)thiophene-3-carboxylic acid methyl ester). The yield is 95.1%. Reaction SMILES: [Cl:1][C:2]1[CH:7]=[CH:6][C:5]([S:8][C:9]2[C:10]([C:14]([OH:16])=[O:15])=[CH:11][S:12][CH:13]=2)=[CH:4][CH:3]=1.[C:17](=O)([O-])O.[Na+].IC.CN(C)C=O>O>[CH3:17][O:15][C:14]([C:10]1[C:9]([S:8][C:5]2[CH:4]=[CH:3][C:2]([Cl:1])=[CH:7][CH:6]=2)=[CH:13][S:12][CH:11]=1)=[O:16] |f:1.2|. Procedure details: A mixture of 4-(4-chlorophenylsulfanyl)thiophene-3-carboxylic acid (1.0 g), sodium hydrogen carbonate (1.6 g), iodomethane (2.3 mL) and N,N-dimethylformamide (10 mL) was stirred was stirred at 40° C. for 5 hours. The mixture was cooled to room temperature, diluted with water (100 mL) and the aqueous phase extracted with ethyl acetate. The combined organic extract was dried over magnesium sulfate and concentrated under reduced pressure to afford the title compound as a yellow oil (1.0 g).